describe an organic reaction: reactants, conditions, products, and yield From a dataset of the Open Reaction Database (ORD), a public repository of structured organic reaction records. The reactants are COC=1C=C(C=O)C=CC1OC (3,4-dimethoxybenzaldehyde), C(C)OC(CC(=O)OCC)=O (malonic acid diethyl ester), C(C)(=O)O (acetic acid), N1CCCCC1 (piperidine). Solvent: C1=CC=CC=C1 (benzene), O (water), O (water). Product: C(C)OC(C(C(=O)OCC)=CC1=CC(=C(C=C1)OC)OC)=O (3,4-dimethoxy benzylidene malonic acid diethyl ester). RXN SMILES: [CH3:1][O:2][C:3]1[CH:4]=[C:5]([CH:8]=[CH:9][C:10]=1[O:11][CH3:12])[CH:6]=O.[CH2:13]([O:15][C:16](=[O:23])[CH2:17][C:18]([O:20][CH2:21][CH3:22])=[O:19])[CH3:14].C(O)(=O)C.N1CCCCC1>C1C=CC=CC=1.O>[CH2:13]([O:15][C:16](=[O:23])[C:17](=[CH:6][C:5]1[CH:8]=[CH:9][C:10]([O:11][CH3:12])=[C:3]([O:2][CH3:1])[CH:4]=1)[C:18]([O:20][CH2:21][CH3:22])=[O:19])[CH3:14]. Procedure: 3,4-dimethoxybenzaldehyde (Veratraldehyde) (9.13 g, 55 mM) was heated with malonic acid diethyl ester (8.00 g, 50 mM), acetic acid (0.29 ml) and piperidine (0.74 ml) in benzene (100 ml) in an apparatus equipped with a water separator (Dean-Stark tube) until 50 mM water was separated. After washing the benzene solution with water, it was dried over anhydrous magnesium sulfate. After drying, benzene was evaporated under reduced pressure to obtain a crude product (15.40 g). The crude product thus o...